The task is: describe an organic reaction: reactants, conditions, products, and yield. This data is from the Open Reaction Database (ORD), a public repository of structured organic reaction records. RXN SMILES: [CH3:1][n:2]1[n:3][cH:4][c:5](-[c:7]2[cH:8][c:9]([NH2:28])[c:10]([N+:25](=[O:26])[O-:27])[c:11]([NH:13][CH2:14][c:15]3[cH:16][c:17]4[cH:18][cH:19][cH:20][n:21][c:22]4[cH:23][cH:24]3)[n:12]2)[cH:6]1.[Na+:33].[O-:29][C:30]([OH:31])=[O:32].[OH2:34]>>[CH3:1][n:2]1[n:3][cH:4][c:5](-[c:7]2[cH:8][c:9]([OH:29])[c:10]([N+:25](=[O:26])[O-:27])[c:11]([NH:13][CH2:14][c:15]3[cH:16][c:17]4[cH:18][cH:19][cH:20][n:21][c:22]4[cH:23][cH:24]3)[n:12]2)[cH:6]1. Reactants: Cn1cc(-c2cc(N)c([N+](=O)[O-])c(NCc3ccc4ncccc4c3)n2)cn1, [Na+], O=C([O-])O, O. The product is Cn1cc(-c2cc(O)c([N+](=O)[O-])c(NCc3ccc4ncccc4c3)n2)cn1. Reactants: FC1=C(CCl)C(=CC=C1)F (2,6-difluorobenzyl chloride), [N-]=[N+]=[N-].[Na+] (NaN3), O (water), C1CCCCC1 (cyclohexane). The solvent is CS(=O)C (DMSO), CS(=O)C (DMSO). Reaction conditions: temperature 22.5 celsius, time 4 hour. Yields the product FC1=C(CN=[N+]=[N-])C(=CC=C1)F (2,6-difluorobenzyl azide). Yield: 100.9%. Reaction SMILES: [F:1][C:2]1[CH:9]=[CH:8][CH:7]=[C:6]([F:10])[C:3]=1[CH2:4]Cl.[N-:11]=[N+:12]=[N-:13].[Na+].O.C1CCCCC1>CS(C)=O>[F:1][C:2]1[CH:9]=[CH:8][CH:7]=[C:6]([F:10])[C:3]=1[CH2:4][N:11]=[N+:12]=[N-:13] |f:1.2|. Procedure: A solution of 0.200 g (1.23 mmol) of 2,6-difluorobenzyl chloride in 0.5 mL of DMSO was added dropwise to a mixture of 0.090 g (1.23 mmol) of NaN3 in 2 mL of DMSO at 20-25° C. The reaction was left stirring at 20-25° C. during 4 h. until showing completion by TLC. The crude was treated with 1.6 mL of water and 1.6 mL of cyclohexane and the organic phase was vacuum distilled to obtain 0.210 g (97%) of 2,6-difluorobenzyl azide as yellowish oil Starting materials: Cc1c(Br)c(=O)n(C2CCCC2)c2nc(S(C)=O)ncc12, CN1CCN(c2ccc(N)nc2)CC1, Cc1ccccc1. The product is Cc1c(Br)c(=O)n(C2CCCC2)c2nc(Nc3ccc(N4CCN(C)CC4)cn3)ncc12. As a reaction SMILES: [Br:1][c:2]1[c:3]([CH3:21])[c:4]2[c:5]([n:6][c:7]([S:10]([CH3:11])=[O:12])[n:8][cH:9]2)[n:13]([CH:16]2[CH2:17][CH2:18][CH2:19][CH2:20]2)[c:14]1=[O:15].[CH3:22][N:23]1[CH2:24][CH2:25][N:26]([c:29]2[cH:30][cH:31][c:32]([NH2:35])[n:33][cH:34]2)[CH2:27][CH2:28]1.[CH3:36][c:37]1[cH:38][cH:39][cH:40][cH:41][cH:42]1>>[Br:1][c:2]1[c:3]([CH3:21])[c:4]2[c:5]([n:6][c:7]([NH:35][c:32]3[cH:31][cH:30][c:29]([N:26]4[CH2:25][CH2:24][N:23]([CH3:22])[CH2:28][CH2:27]4)[cH:34][n:33]3)[n:8][cH:9]2)[n:13]([CH:16]2[CH2:17][CH2:18][CH2:19][CH2:20]2)[c:14]1=[O:15].